describe an organic reaction: reactants, conditions, products, and yield From a dataset of the Open Reaction Database (ORD), a public repository of structured organic reaction records. The reactants are CCn1cc(C(=O)O)c(=O)c2cc(F)c(N3CCN(CC(=O)c4ccc(OC)cc4)CC3)cc21, CON, Cl. The product is CCn1cc(C(=O)O)c(=O)c2cc(F)c(N3CCN(CC(=NOC)c4ccc(OC)cc4)CC3)cc21. As a reaction SMILES: [CH2:1]([CH3:2])[n:3]1[cH:4][c:5]([C:32](=[O:33])[OH:34])[c:6](=[O:31])[c:7]2[cH:8][c:9]([F:30])[c:10]([N:13]3[CH2:14][CH2:15][N:16]([CH2:19][C:20](=[O:21])[c:22]4[cH:23][cH:24][c:25]([O:28][CH3:29])[cH:26][cH:27]4)[CH2:17][CH2:18]3)[cH:11][c:12]12.[CH3:36][O:37][NH2:38].[ClH:35]>>[CH2:1]([CH3:2])[n:3]1[cH:4][c:5]([C:32](=[O:33])[OH:34])[c:6](=[O:31])[c:7]2[cH:8][c:9]([F:30])[c:10]([N:13]3[CH2:14][CH2:15][N:16]([CH2:19][C:20]([c:22]4[cH:23][cH:24][c:25]([O:28][CH3:29])[cH:26][cH:27]4)=[N:38][O:37][CH3:36])[CH2:17][CH2:18]3)[cH:11][c:12]12. The reactants are C1(CC1)NC(=O)C=1C=C(C(=C(C1)C=1C=C2C(=CN(C(C2=CC1)=O)CC(COC(C(C)(C)C)=O)(C)C)CN1[C@@H](CN(CC1)C(=O)OC(C)(C)C)C)C)F ((3R)-tert-Butyl 4-((6-(5-(cyclopropylcarbamoyl)-3-fluoro-2-methylphenyl)-2-(2,2-dimethyl-3-(pivaloyloxy)propyl)-1-oxo-1,2-dihydroisoquinolin-4-yl)methyl)-3-methylpiperazine-1-carboxylate), C([O-])([O-])=O.[K+].[K+] (potassium carbonate). The solvent is CO (methanol), O (water), O (water). Conditions: temperature 67 celsius. Yields the product C1(CC1)NC(=O)C=1C=C(C(=C(C1)C=1C=C2C(=CN(C(C2=CC1)=O)CC(CO)(C)C)CN1[C@@H](CN(CC1)C(=O)OC(C)(C)C)C)C)F ((3R)-tert-butyl 4-((6-(5-(cyclopropylcarbamoyl)-3-fluoro-2-methylphenyl)-2-(3-hydroxy-2,2-dimethylpropyl)-1-oxo-1,2-dihydroisoquinolin-4-yl)-methyl)-3-methylpiperazine-1-carboxylate). The yield is 72.2%. Reaction SMILES: [CH:1]1([NH:4][C:5]([C:7]2[CH:8]=[C:9]([F:52])[C:10]([CH3:51])=[C:11]([C:13]3[CH:14]=[C:15]4[C:20](=[CH:21][CH:22]=3)[C:19](=[O:23])[N:18]([CH2:24][C:25]([CH3:35])([CH3:34])[CH2:26][O:27]C(=O)C(C)(C)C)[CH:17]=[C:16]4[CH2:36][N:37]3[CH2:42][CH2:41][N:40]([C:43]([O:45][C:46]([CH3:49])([CH3:48])[CH3:47])=[O:44])[CH2:39][C@H:38]3[CH3:50])[CH:12]=2)=[O:6])[CH2:3][CH2:2]1.C(=O)([O-])[O-].[K+].[K+]>CO.O>[CH:1]1([NH:4][C:5]([C:7]2[CH:8]=[C:9]([F:52])[C:10]([CH3:51])=[C:11]([C:13]3[CH:14]=[C:15]4[C:20](=[CH:21][CH:22]=3)[C:19](=[O:23])[N:18]([CH2:24][C:25]([CH3:34])([CH3:35])[CH2:26][OH:27])[CH:17]=[C:16]4[CH2:36][N:37]3[CH2:42][CH2:41][N:40]([C:43]([O:45][C:46]([CH3:49])([CH3:48])[CH3:47])=[O:44])[CH2:39][C@H:38]3[CH3:50])[CH:12]=2)=[O:6])[CH2:3][CH2:2]1 |f:1.2.3|. Procedure details: (3R)-tert-Butyl 4-((6-(5-(cyclopropylcarbamoyl)-3-fluoro-2-methylphenyl)-2-(2,2-dimethyl-3-(pivaloyloxy)propyl)-1-oxo-1,2-dihydroisoquinolin-4-yl)methyl)-3-methylpiperazine-1-carboxylate (50.8 g) was dissolved in methanol (600 mL) and a solution of potassium carbonate (29.3 g) in water (100 mL) was added. The reaction was heated at reflux (internal temperature 67° C.) for 16 h. After cooling to 50° C., further water was slowly added until the mixture became opaque and the mixture was cooled to 2... The reactants are COC(=O)C=Cc1ccccc1, O=S(=O)(O)O. Yields the product O=C(O)C=Cc1ccccc1. RXN SMILES: [C:1]([CH:2]=[CH:3][c:4]1[cH:5][cH:6][cH:7][cH:8][cH:9]1)(=[O:10])[O:11][CH3:12].[S:13](=[O:14])(=[O:15])([OH:16])[OH:17]>>[C:1]([CH:2]=[CH:3][c:4]1[cH:5][cH:6][cH:7][cH:8][cH:9]1)(=[O:10])[OH:11]. Starting materials: C1(=CC=C(C=C1)S(=O)(=O)Cl)C (p-toluenesulfonyl chloride), CC(CC=C)O (4-penten-2-ol), Cl (HCl). The solvent is N1=CC=CC=C1 (pyridine). Reaction conditions: temperature 3.5 celsius, time 2 hour. The product is C1(=CC=C(C=C1)S(=O)(=O)OC(C)CC=C)C (4-Penten-2-ol p-Toluenesulfonate). As a reaction SMILES: [C:1]1([CH3:11])[CH:6]=[CH:5][C:4]([S:7](Cl)(=[O:9])=[O:8])=[CH:3][CH:2]=1.[CH3:12][CH:13]([OH:17])[CH2:14][CH:15]=[CH2:16].Cl>N1C=CC=CC=1>[C:1]1([CH3:11])[CH:6]=[CH:5][C:4]([S:7]([O:17][CH:13]([CH2:14][CH:15]=[CH2:16])[CH3:12])(=[O:9])=[O:8])=[CH:3][CH:2]=1. Reported procedure: Under a nitrogen atmosphere, p-toluenesulfonyl chloride (16.92 g, 88.75 mmol) was added to a cold (2° C.), stirring solution of 4-penten-2-ol (7.28 g, 84.52 mmol, Aldrich Chemical Company) in pyridine (60 mL). The solution was stirred at 2-5° C. for 2 h and allowed to warm to ambient temperature over several hours. The mixture, containing white solids, was poured into cold 3 M HCl solution (250 mL) and extracted with CHCl3 (4×75 mL). The combined CHCl3 extracts were washed with 3 M HCl solution ... Reactants: [H-].[Na+] (sodium hydride), COC1=CC=C(C=C1)S (4-methoxy-thiophenol), C1CCOC1 (THF), ClCC(C)=O (chloracetone). Run at time 8 hour. The product is C(C(=O)C)SCC1=CC=C(C=C1)OC ((4-methoxy-benzyl) acetonyl sulfide). As a reaction SMILES: [H-].[Na+].CO[C:5]1C=C[C:8]([SH:11])=[CH:7][CH:6]=1.Cl[CH2:13][C:14](=[O:16])[CH3:15].[CH2:17]1[CH2:21][O:20][CH2:19][CH2:18]1>>[CH2:13]([S:11][CH2:8][C:7]1[CH:18]=[CH:17][C:21]([O:20][CH3:19])=[CH:5][CH:6]=1)[C:14]([CH3:15])=[O:16] |f:0.1|. Procedure: 0.165 Mol sodium hydride is added portionwise at 0° to a solution of 4-methoxy-thiophenol (0.15 mol) in 300 ml THF. After 1 hour chloracetone (0.165 mol) is added. The mixture is stirred overnight at room temperature. Thereafter the solvent is evaporated and the mixture is dissolved in CH2Cl2 and washed with 2 N Na2CO3. The organic phase is dried and the solvent is evaporated to yield the title a) compound which is used without further purification. Starting materials: C(C)OC(C1=C(C=CC=C1)CN(C1=CC=C(C=C1)OCCC=1N=C(OC1C)C1=CC=CC=C1)C(=O)OC(C)(C)C)=O (2-[(tert-butoxycarbonyl-{4-[2-(5-methyl-2-phenyl-oxazol-4-yl)-ethoxy]-phenyl}-amino)-methyl]-benzoic acid ethyl ester), FC(C(=O)O)(F)F (trifluoroacetic acid). Run in ClCCl (dichloromethane). Reaction conditions: time 2.5 hour. Yields the product C(C)OC(C1=C(C=CC=C1)CNC1=CC=C(C=C1)OCCC=1N=C(OC1C)C1=CC=CC=C1)=O (2-({4-[2-(5-Methyl-2-phenyl-oxazol-4-yl)-ethoxy]-phenylamino}-methyl)-benzoic acid ethyl ester). Isolated yield 54.7%. Reaction SMILES: [CH2:1]([O:3][C:4](=[O:41])[C:5]1[CH:10]=[CH:9][CH:8]=[CH:7][C:6]=1[CH2:11][N:12](C(OC(C)(C)C)=O)[C:13]1[CH:18]=[CH:17][C:16]([O:19][CH2:20][CH2:21][C:22]2[N:23]=[C:24]([C:28]3[CH:33]=[CH:32][CH:31]=[CH:30][CH:29]=3)[O:25][C:26]=2[CH3:27])=[CH:15][CH:14]=1)[CH3:2].FC(F)(F)C(O)=O>ClCCl>[CH2:1]([O:3][C:4](=[O:41])[C:5]1[CH:10]=[CH:9][CH:8]=[CH:7][C:6]=1[CH2:11][NH:12][C:13]1[CH:18]=[CH:17][C:16]([O:19][CH2:20][CH2:21][C:22]2[N:23]=[C:24]([C:28]3[CH:33]=[CH:32][CH:31]=[CH:30][CH:29]=3)[O:25][C:26]=2[CH3:27])=[CH:15][CH:14]=1)[CH3:2]. Procedure details: To a solution of 7.00 g of 2-[(tert-butoxycarbonyl-{4-[2-(5-methyl-2-phenyl-oxazol-4-yl)-ethoxy]-phenyl}-amino)-methyl]-benzoic acid ethyl ester in 40 ml of dichloromethane was added 9.6 ml of trifluoroacetic acid and stirring was continued at 22° C. for 2.5 h. The mixture was partitioned between aqueous saturated Na2CO3 and dichloromethane, the organic layer was dried and evaporated. The residue was purified by chromatography (SiO2, n-hexane/AcOEt 4:1) to give 3.14 g of the title compound as a ... The reactants are C1CCNCC1, Cc1n(N=Cc2ccc(N(C)C)cc2)cc[n+]1N=Cc1ccc(N(C)C)cc1, CN(C)c1ccc(C=O)cc1, CCO, [Cl-]. Product: CN(C)c1ccc(C=Cc2n(N=Cc3ccc(N(C)C)cc3)cc[n+]2N=Cc2ccc(N(C)C)cc2)cc1, [Cl-]. Reaction SMILES: [CH2:41]1[CH2:42][CH2:43][NH:44][CH2:45][CH2:46]1.[CH3:2][N:3]([c:4]1[cH:5][cH:6][c:7]([CH:8]=[N:9][n+:10]2[c:11]([CH3:26])[n:12]([N:15]=[CH:16][c:17]3[cH:18][cH:19][c:20]([N:23]([CH3:24])[CH3:25])[cH:21][cH:22]3)[cH:13][cH:14]2)[cH:27][cH:28]1)[CH3:29].[CH3:30][N:31]([c:32]1[cH:33][cH:34][c:35]([CH:36]=[O:37])[cH:38][cH:39]1)[CH3:40].[CH3:47][CH2:48][OH:49].[Cl-:1]>>[CH3:2][N:3]([c:4]1[cH:5][cH:6][c:7]([CH:8]=[N:9][n:10]2[c:11]([CH:26]=[CH:36][c:35]3[cH:34][cH:33][c:32]([N:31]([CH3:30])[CH3:40])[cH:39][cH:38]3)[n+:12]([N:15]=[CH:16][c:17]3[cH:18][cH:19][c:20]([N:23]([CH3:24])[CH3:25])[cH:21][cH:22]3)[cH:13][cH:14]2)[cH:27][cH:28]1)[CH3:29].[Cl-:1].